Dataset: the Open Reaction Database (ORD), a public repository of structured organic reaction records. Task: describe an organic reaction: reactants, conditions, products, and yield Starting materials: C(CCC)(=O)Cl (Butyryl chloride), CC=1C=C2C(=CC1C)N(C3=NC(=O)NC(=O)C3=N2)C[C@@H]([C@@H]([C@@H](COP(=O)(O)[O-])O)O)O.[Na+] (E106), Cl.NCC1=C(C=C(C=C1)C(=O)N1C2=C(NC=3N(N=CC3C1)C)C=C(C=C2)Cl)Cl ((4-aminomethyl-3-chloro-phenyl)-(6-chloro-3-methyl-4,10-dihydro-3H-2,3,4,9-tetraaza-benzo[f]azulen-9-yl)-methanone hydrochloride), CC=1C=C2C(=CC1C)N(C3=NC(=O)NC(=O)C3=N2)C[C@@H]([C@@H]([C@@H](COP(=O)(O)[O-])O)O)O.[Na+] (E106). Run in ClCCl (dichloromethane), CCOC(=O)C (EtOAc), C(C)N(CC)CC (triethylamine). Reaction conditions: time 20 hour. Product: ClC1=C(CNC(CCC)=O)C=CC(=C1)C(=O)N1C2=C(NC=3N(N=CC3C1)C)C=C(C=C2)Cl (N-[2-Chloro-4-(6-chloro-3-methyl-4,10-dihydro-3H-2,3,4,9-tetraaza-benzo[f]azulene-9-carbonyl)-benzyl]-butyramide). Yield: 58.0%. As a reaction SMILES: [C:1](Cl)(=[O:5])[CH2:2][CH2:3][CH3:4].Cl.[NH2:8][CH2:9][C:10]1[CH:15]=[CH:14][C:13]([C:16]([N:18]2[CH2:27][C:26]3[CH:25]=[N:24][N:23]([CH3:28])[C:22]=3[NH:21][C:20]3[CH:29]=[C:30]([Cl:33])[CH:31]=[CH:32][C:19]2=3)=[O:17])=[CH:12][C:11]=1[Cl:34].CC1C=C2N=C3C(=NC(NC3=O)=O)N(C[C@H](O)[C@H](O)[C@H](O)COP([O-])(O)=O)C2=CC=1C.[Na+]>ClCCl.C(N(CC)CC)C.CCOC(C)=O>[Cl:34][C:11]1[CH:12]=[C:13]([C:16]([N:18]2[CH2:27][C:26]3[CH:25]=[N:24][N:23]([CH3:28])[C:22]=3[NH:21][C:20]3[CH:29]=[C:30]([Cl:33])[CH:31]=[CH:32][C:19]2=3)=[O:17])[CH:14]=[CH:15][C:10]=1[CH2:9][NH:8][C:1](=[O:5])[CH2:2][CH2:3][CH3:4] |f:1.2,3.4|. Procedure details: Butyryl chloride (46 mg, 0.4 mmol) was added to a solution of (4-aminomethyl-3-chloro-phenyl)-(6-chloro-3-methyl-4,10-dihydro-3H-2,3,4,9-tetraaza-benzo[f]azulen-9-yl)-methanone hydrochloride from Example E106.2 (161 mg, 0.4 mmol) in dichloromethane (10 ml) and triethylamine (to pH9) at room temperature. The mixture was stirred for 20 h, diluted with EtOAc, washed with saturated NaHCO3 then brine, dried and concentrated in vacuo. The residue was purified by preparative HPLC (eluant; 0.5% 35% ammo... The reactants are C(C)(C)N(CCNC(CN1C(CCC1)=O)=O)CCNC (N-[2-[(isopropyl)[2-(methylamino)ethyl]amino]ethyl]-2-oxo-1-pyrrolidineacetamide), C[Si](C)(C)CCl (trimethylsilylmethyl chloride), [OH-].[Na+] (NaOH). Run in CO (methanol). Conditions: time 30 hour. Yields the product C(C)(C)N(CCNC(CN1C(CCC1)=O)=O)CCN(C[Si](C)(C)C)C (N-[2-[(isopropyl)[2-[(methyl)(trimethylsilylmethyl)amino]ethyl]amino]ethyl]-2oxo-1-pyrrolidineacetamide). The yield is 28.1%. As a reaction SMILES: [CH:1]([N:4]([CH2:17][CH2:18][NH:19][CH3:20])[CH2:5][CH2:6][NH:7][C:8](=[O:16])[CH2:9][N:10]1[CH2:14][CH2:13][CH2:12][C:11]1=[O:15])([CH3:3])[CH3:2].[CH3:21][Si:22]([CH2:25]Cl)([CH3:24])[CH3:23].[OH-].[Na+]>CO>[CH:1]([N:4]([CH2:17][CH2:18][N:19]([CH3:20])[CH2:25][Si:22]([CH3:23])([CH3:24])[CH3:21])[CH2:5][CH2:6][NH:7][C:8](=[O:16])[CH2:9][N:10]1[CH2:14][CH2:13][CH2:12][C:11]1=[O:15])([CH3:2])[CH3:3] |f:2.3|. Procedure: A mixture of 8.71 g (30.7 mmol) of N-[2-[(isopropyl)[2-(methylamino)ethyl]amino]ethyl]-2-oxo-1-pyrrolidineacetamide and 3.76 g (30.7 mmol) of trimethylsilylmethyl chloride was stirred at 80°-90° C. for 30 hours. The reaction mixture was neutralized with methanol solution of NaOH and concentrated in vacuo. The residue was chromatographed on alumina column and distilled in vacuo to afford 3.20 g (Yield: 28.1%) of the desired compound.